Dataset: the Open Reaction Database (ORD), a public repository of structured organic reaction records. Task: describe an organic reaction: reactants, conditions, products, and yield The reactants are ClC=1C=C(CN)C=CC1Cl (3,4-dichlorobenzylamine), ClC=1C2=C(N=C(N1)C1=NC=CC=C1)SC(=C2C)C (4-chloro-2-(pyridin-2-yl)-5,6-dimethyl-thieno-[2,3-d]-pyrimidine). Yields the product N1=C(C=CC=C1)C=1N=C(C2=C(N1)SC(=C2C)C)NCC2=CC(=C(C=C2)Cl)Cl (2-(pyridin-2-yl)-4-(3,4-dichlorobenzylamino)-5,6-dimethyl-thieno-[2,3-d]-pyrimidine). As a reaction SMILES: [Cl:1][C:2]1[CH:3]=[C:4]([CH:7]=[CH:8][C:9]=1[Cl:10])[CH2:5][NH2:6].Cl[C:12]1[C:13]2[C:26]([CH3:27])=[C:25]([CH3:28])[S:24][C:14]=2[N:15]=[C:16]([C:18]2[CH:23]=[CH:22][CH:21]=[CH:20][N:19]=2)[N:17]=1>>[N:19]1[CH:20]=[CH:21][CH:22]=[CH:23][C:18]=1[C:16]1[N:17]=[C:12]([NH:6][CH2:5][C:4]2[CH:7]=[CH:8][C:9]([Cl:10])=[C:2]([Cl:1])[CH:3]=2)[C:13]2[C:26]([CH3:27])=[C:25]([CH3:28])[S:24][C:14]=2[N:15]=1. Procedure details: With the procedure of Example 1, the reaction of 3,4-dichlorobenzylamine with 4-chloro-2-(pyridin-2-yl)-5,6-dimethyl-thieno-[2,3-d]-pyrimidine yields 2-(pyridin-2-yl)-4-(3,4-dichlorobenzylamino)-5,6-dimethyl-thieno-[2,3-d]-pyrimidine. Starting materials: OC1=CC2=C(OC=C2OC)C=C1 (5-hydroxy-3-methoxybenzo[b]furan), [H-].[Na+] (NaH), C(C)(=O)OCCBr (2-bromoethyl acetate). The solvent is CN(C)C=O (DMF). Reaction conditions: time 72 hour. The product is COC=1C2=C(OC1)C=CC(=C2)OCCOC(C)=O (3-methoxy-5-(2′-acetoxyethoxy)-benzo[b]furan). RXN SMILES: [OH:1][C:2]1[CH:12]=[CH:11][C:5]2[O:6][CH:7]=[C:8]([O:9][CH3:10])[C:4]=2[CH:3]=1.[H-].[Na+].[C:15]([O:18][CH2:19][CH2:20]Br)(=[O:17])[CH3:16]>CN(C=O)C>[CH3:10][O:9][C:8]1[C:4]2[CH:3]=[C:2]([O:1][CH2:20][CH2:19][O:18][C:15](=[O:17])[CH3:16])[CH:12]=[CH:11][C:5]=2[O:6][CH:7]=1 |f:1.2|. Reported procedure: 164 mg (1.0 mmol) XXI and 48 mg (1.2 mmol, 60%) NaH were stirred for 30 mins. in 20 ml DMF at 0° C. 227 μl (2.0 mmol, 97%) 2-bromoethyl acetate were added to the resulting suspension which was then stirred for 72 h at room temperature. The reaction was quenched by addition of 3 ml saturated NH4Cl solution and the solvents were removed in vacuo. The residue was taken up in ethyl acetate and water, the aqueous phase was extracted twice with ethyl acetate and the combined organic phases were dried ...